From a dataset of the Open Reaction Database (ORD), a public repository of structured organic reaction records. describe an organic reaction: reactants, conditions, products, and yield Starting materials: CC(N)=O, NC1CCCCC1N, [Cu]I, COc1ccccc1I, [K+], [K+], [K+], C1COCCO1, O=P([O-])([O-])[O-]. The product is COc1ccccc1NC(C)=O. RXN SMILES: [CH3:1][C:2]([NH2:3])=[O:4].[CH:13]1([NH2:14])[CH2:15][CH2:16][CH2:17][CH2:18][CH:19]1[NH2:20].[Cu:30][I:31].[I:21][c:22]1[c:23]([O:28][CH3:29])[cH:24][cH:25][cH:26][cH:27]1.[K+:10].[K+:11].[K+:12].[O:32]1[CH2:33][CH2:34][O:35][CH2:36][CH2:37]1.[P:5]([O-:6])([O-:7])([O-:8])=[O:9]>>[CH3:1][C:2]([NH:3][c:22]1[c:23]([O:28][CH3:29])[cH:24][cH:25][cH:26][cH:27]1)=[O:4]. The reactants are CCOC(C)=O, Cc1ccc(S(=O)(=O)n2cc(-c3nc(O)ncc3C#N)c3cc(C(F)(F)F)cnc32)cc1, O=P(Cl)(Cl)Cl. The product is Cc1ccc(S(=O)(=O)n2cc(-c3nc(Cl)ncc3C#N)c3cc(C(F)(F)F)cnc32)cc1. Reaction SMILES: [CH3:38][CH2:39][O:40][C:41]([CH3:42])=[O:43].[OH:1][c:2]1[n:3][cH:4][c:5]([C:31]#[N:32])[c:6](-[c:8]2[cH:9][n:10]([S:21](=[O:22])(=[O:23])[c:24]3[cH:25][cH:26][c:27]([CH3:28])[cH:29][cH:30]3)[c:11]3[n:12][cH:13][c:14]([C:17]([F:18])([F:19])[F:20])[cH:15][c:16]23)[n:7]1.[P:33]([Cl:34])([Cl:35])([Cl:36])=[O:37]>>[c:2]1([Cl:35])[n:3][cH:4][c:5]([C:31]#[N:32])[c:6](-[c:8]2[cH:9][n:10]([S:21](=[O:22])(=[O:23])[c:24]3[cH:25][cH:26][c:27]([CH3:28])[cH:29][cH:30]3)[c:11]3[n:12][cH:13][c:14]([C:17]([F:18])([F:19])[F:20])[cH:15][c:16]23)[n:7]1. Reactants: ClC1(CC=2CC(N(C2C=C1)C(C(=C)C)=O)C(=O)O)OC (5-chloro-2,3-dihydro-5-methoxy-1-(2-methyl-1-oxo-2-propenyl)-1H-indole-2-carboxylic acid), C(C1=CC=CC=C1)(=O)SCC(C(=O)N1C(CC2=CC(=CC=C12)Cl)C(=O)O)C (1-[3-(benzoylthio)-2-methyl-1-oxopropyl]-5-chloro-2,3dihydro-1H-indole-2-carboxylic acid). The product is C1(CCCCC1)NC1CCCCC1 (dicyclohexylamine). As a reaction SMILES: Cl[C:2]1(OC)[CH:10]=[CH:9][C:8]2[N:7]([C:11](=O)[C:12]([CH3:14])=C)C(C(O)=O)C[C:4]=2[CH2:3]1.[C:21](SCC(C)C(N1C2C(=CC(Cl)=CC=2)CC1C(O)=O)=O)(=O)[C:22]1C=CC=C[CH:23]=1>>[CH:11]1([NH:7][CH:8]2[CH2:4][CH2:3][CH2:2][CH2:10][CH2:9]2)[CH2:12][CH2:14][CH2:23][CH2:22][CH2:21]1. Procedure details: By substituting 5-chloro-2,3-dihydro-5-methoxy-1-(2-methyl-1-oxo-2-propenyl)-1H-indole-2-carboxylic acid in the procedure of Example 25, 1-[3-(benzoylthio)-2-methyl-1-oxopropyl]-5-chloro-2,3dihydro-1H-indole-2-carboxylic acid, dicyclohexylamine was obtained. The latter salt was then treated with 5% aqueous potassium hydrogen sulfate as in Example 15 to give the titled compound.